Dataset: the Open Reaction Database (ORD), a public repository of structured organic reaction records. Task: describe an organic reaction: reactants, conditions, products, and yield Reactants: ice, Cl.N[C@H](C(=O)OC)[C@H](C)C1=CC=C(C=C1)I (2(S)-amino-3(R)-(4-iodophenyl)-butyric acid, methyl ester hydrochloride), C1(=CC=CC=C1)S(=O)(=O)N1[C@H](C(=O)O)CCC1 (N-(benzenesulfonyl)-(L)-proline), C=1C=CC2=C(C1)N=NN2O (HOBt), CN1CCOCC1 (N-methylmorpholine), Cl.CN(CCCN=C=NCC)C (1-(3-dimethylaminopropyl)-3-ethylcarbodiimide hydrochloride). Run at time 8 hour. Yields the product C1(=CC=CC=C1)S(=O)(=O)N1[C@H](C(=O)[C@](C(=O)OC)([C@H](C)C2=CC=C(C=C2)I)N)CCC1 (N-(Benzenesulfonyl)-(L)-prolyl-2(S)-amino-3(R)-(4-iodophenyl)-butyric acid, methyl ester). Yield: 86.2%. Reaction SMILES: Cl.[NH2:2][C@@H:3]([C@@H:8]([C:10]1[CH:15]=[CH:14][C:13]([I:16])=[CH:12][CH:11]=1)[CH3:9])[C:4]([O:6][CH3:7])=[O:5].[C:17]1([S:23]([N:26]2[CH2:33][CH2:32][CH2:31][C@H:27]2[C:28](O)=[O:29])(=[O:25])=[O:24])[CH:22]=[CH:21][CH:20]=[CH:19][CH:18]=1.C1C=CC2N(O)N=NC=2C=1.CN1CCOCC1.Cl.CN(C)CCCN=C=NCC>>[C:17]1([S:23]([N:26]2[CH2:33][CH2:32][CH2:31][C@H:27]2[C:28]([C@@:3]([NH2:2])([C@@H:8]([C:10]2[CH:11]=[CH:12][C:13]([I:16])=[CH:14][CH:15]=2)[CH3:9])[C:4]([O:6][CH3:7])=[O:5])=[O:29])(=[O:24])=[O:25])[CH:18]=[CH:19][CH:20]=[CH:21][CH:22]=1 |f:0.1,5.6|. Procedure: To an ice cooled solution of 2(S)-amino-3(R)-(4-iodophenyl)-butyric acid, methyl ester hydrochloride (116 mg, 0.34 mmol), N-(benzenesulfonyl)-(L)-proline (128 mg, 0.50 mmol), HOBt (77 mg, 0.5 mmol) and N-methylmorpholine (55 μL, 0.5 mmol) was added 1-(3-dimethylaminopropyl)-3-ethylcarbodiimide hydrochloride (EDC, 99 mg, 0.5 mmol). After stirring overnight, the solvents were removed by rotoevaporation, and the residue was dissolved in methylene chloride and loaded onto a flash silica gel chromato...